This data is from the Open Reaction Database (ORD), a public repository of structured organic reaction records. The task is: describe an organic reaction: reactants, conditions, products, and yield The reactants are Cl (HCl), COC([C@H](CNC(=O)C=1SC=CC1)NC(=O)C=1SC(=CC1C(F)(F)F)C(NCC1=C2C=NNC2=CC=C1)=O)=O ((S)-2-({5-[(1H-Indazol-4-ylmethyl)-carbamoyl]-3-trifluoromethyl-thiophene-2-carbonyl}-amino)-3-[(thiophene-2-carbonyl)-amino]-propionic acid methyl ester), O.[OH-].[Li+] (lithium hydroxide monohydrate). Run in C1CCOC1 (THF), O (water). Conditions: time 8 hour. Product: N1N=CC2=C(C=CC=C12)CNC(=O)C1=CC(=C(S1)C(=O)N[C@H](C(=O)O)CNC(=O)C=1SC=CC1)C(F)(F)F ((S)-2-({5-[(1H-Indazol-4-ylmethyl)-carbamoyl]-3-trifluoromethyl-thiophene-2-carbonyl}-amino)-3-[(thiophene-2-carbonyl)-amino]-propionic acid). As a reaction SMILES: C[O:2][C:3](=[O:39])[C@@H:4]([NH:14][C:15]([C:17]1[S:18][C:19]([C:26](=[O:38])[NH:27][CH2:28][C:29]2[CH:37]=[CH:36][CH:35]=[C:34]3[C:30]=2[CH:31]=[N:32][NH:33]3)=[CH:20][C:21]=1[C:22]([F:25])([F:24])[F:23])=[O:16])[CH2:5][NH:6][C:7]([C:9]1[S:10][CH:11]=[CH:12][CH:13]=1)=[O:8].O.[OH-].[Li+].Cl>C1COCC1.O>[NH:33]1[C:34]2[C:30](=[C:29]([CH2:28][NH:27][C:26]([C:19]3[S:18][C:17]([C:15]([NH:14][C@@H:4]([CH2:5][NH:6][C:7]([C:9]4[S:10][CH:11]=[CH:12][CH:13]=4)=[O:8])[C:3]([OH:39])=[O:2])=[O:16])=[C:21]([C:22]([F:25])([F:23])[F:24])[CH:20]=3)=[O:38])[CH:37]=[CH:36][CH:35]=2)[CH:31]=[N:32]1 |f:1.2.3|. Procedure: To a solution of (S)-2-({5-[(1H-Indazol-4-ylmethyl)-carbamoyl]-3-trifluoromethyl-thiophene-2-carbonyl}-amino)-3-[(thiophene-2-carbonyl)-amino]-propionic acid methyl ester (130 mg, 0.22 mmol) in THF (4 mL) was added a solution of lithium hydroxide monohydrate (94 mg, 2.24 mmol) in water (6 mL). The mixture was then stirred at room temperature overnight. The mixture was then acidified with 1N HCl and extracted with EtOAc (×3). The extracts were combined, washed with water and brine, dried over sod... Starting materials: BrC1=CC(=CN1S(=O)(=O)C1=CC=CC=C1)CN(C(OC(C)(C)C)=O)C (tert-butyl {[5-bromo-1-(phenylsulfonyl)-1H-pyrrol-3-yl]methyl}methylcarbamate), S1C=C(C=C1)B(O)O (3-thienylboronic acid), C([O-])([O-])=O.[Na+].[Na+] (sodium carbonate), C(O)([O-])=O.[Na+] (sodium hydrogen carbonate). The reagents and catalysts are C=1C=CC(=CC1)[P](C=2C=CC=CC2)(C=3C=CC=CC3)[Pd]([P](C=4C=CC=CC4)(C=5C=CC=CC5)C=6C=CC=CC6)([P](C=7C=CC=CC7)(C=8C=CC=CC8)C=9C=CC=CC9)[P](C=1C=CC=CC1)(C=1C=CC=CC1)C=1C=CC=CC1 (tetrakis(triphenylphosphine)palladium). The solvent is COCCOC (1,2-dimethoxyethane), O (water). Run at temperature 105 celsius, time 7 hour. The product is CN(C(OC(C)(C)C)=O)CC1=CN(C(=C1)C1=CSC=C1)S(=O)(=O)C1=CC=CC=C1 (tert-Butyl methyl{[1-(phenylsulfonyl)-5-(3-thienyl)-1H-pyrrol-3-yl]methyl}carbamate). Isolated yield 87.6%. Reaction SMILES: Br[C:2]1[N:6]([S:7]([C:10]2[CH:15]=[CH:14][CH:13]=[CH:12][CH:11]=2)(=[O:9])=[O:8])[CH:5]=[C:4]([CH2:16][N:17]([CH3:25])[C:18](=[O:24])[O:19][C:20]([CH3:23])([CH3:22])[CH3:21])[CH:3]=1.[S:26]1[CH:30]=[CH:29][C:28](B(O)O)=[CH:27]1.C(=O)([O-])[O-].[Na+].[Na+].C(=O)([O-])O.[Na+]>COCCOC.C1C=CC([P]([Pd]([P](C2C=CC=CC=2)(C2C=CC=CC=2)C2C=CC=CC=2)([P](C2C=CC=CC=2)(C2C=CC=CC=2)C2C=CC=CC=2)[P](C2C=CC=CC=2)(C2C=CC=CC=2)C2C=CC=CC=2)(C2C=CC=CC=2)C2C=CC=CC=2)=CC=1.O>[CH3:25][N:17]([CH2:16][C:4]1[CH:3]=[C:2]([C:28]2[CH:29]=[CH:30][S:26][CH:27]=2)[N:6]([S:7]([C:10]2[CH:15]=[CH:14][CH:13]=[CH:12][CH:11]=2)(=[O:9])=[O:8])[CH:5]=1)[C:18](=[O:24])[O:19][C:20]([CH3:23])([CH3:22])[CH3:21] |f:2.3.4,5.6,^1:54,56,75,94|. Reported procedure: A suspension of tert-butyl {[5-bromo-1-(phenylsulfonyl)-1H-pyrrol-3-yl]methyl}methylcarbamate (1.02 g), 3-thienylboronic acid (0.61 g), tetrakis(triphenylphosphine)palladium (0.41 g) and sodium carbonate (0.75 g) in 1,2-dimethoxyethane (25 mL)-water (25 mL) was stirred at 105° C. for 7 hr. After cooling, saturated aqueous sodium hydrogen carbonate was added to the reaction mixture, and the mixture was extracted with ethyl acetate. The extract was washed with saturated aqueous sodium hydrogen car... Yields the product COc1cccc(CN(CC(O)C(Cc2cc(F)cc(F)c2)NC(=O)c2cc(NC(=O)c3ccccc3)cc(C(C)O)c2)C(=O)OC(C)(C)C)c1. The reactants are [BH4-], COc1cccc(CN(CC(O)C(Cc2cc(F)cc(F)c2)NC(=O)c2cc(NC(=O)c3ccccc3)cc(C(C)=O)c2)C(=O)OC(C)(C)C)c1, CO, [Na+]. RXN SMILES: [BH4-:52].[CH3:1][O:2][c:3]1[cH:4][c:5]([CH2:6][N:7]([C:8]([O:9][C:10]([CH3:11])([CH3:12])[CH3:13])=[O:14])[CH2:15][CH:16]([CH:17]([CH2:18][c:19]2[cH:20][c:21]([F:26])[cH:22][c:23]([F:25])[cH:24]2)[NH:27][C:28]([c:29]2[cH:30][c:31]([C:44]([CH3:45])=[O:46])[cH:32][c:33]([NH:35][C:36]([c:37]3[cH:38][cH:39][cH:40][cH:41][cH:42]3)=[O:43])[cH:34]2)=[O:47])[OH:48])[cH:49][cH:50][cH:51]1.[CH3:54][OH:55].[Na+:53]>>[CH3:1][O:2][c:3]1[cH:4][c:5]([CH2:6][N:7]([C:8]([O:9][C:10]([CH3:11])([CH3:12])[CH3:13])=[O:14])[CH2:15][CH:16]([CH:17]([CH2:18][c:19]2[cH:20][c:21]([F:26])[cH:22][c:23]([F:25])[cH:24]2)[NH:27][C:28]([c:29]2[cH:30][c:31]([CH:44]([CH3:45])[OH:46])[cH:32][c:33]([NH:35][C:36]([c:37]3[cH:38][cH:39][cH:40][cH:41][cH:42]3)=[O:43])[cH:34]2)=[O:47])[OH:48])[cH:49][cH:50][cH:51]1.